Dataset: the Open Reaction Database (ORD), a public repository of structured organic reaction records. Task: describe an organic reaction: reactants, conditions, products, and yield Reactants: CCC(Br)C(=O)OC, O=C([O-])[O-], CN(C)C=O, [K+], [K+], O, Oc1ccc2ncccc2c1. Yields the product CCC(Oc1ccc2ncccc2c1)C(=O)OC. Reaction SMILES: [Br:12][CH:13]([C:14](=[O:15])[O:16][CH3:17])[CH2:18][CH3:19].[C:20](=[O:21])([O-:22])[O-:23].[CH3:27][N:28]([CH3:29])[CH:30]=[O:31].[K+:24].[K+:25].[OH2:26].[OH:1][c:2]1[cH:3][c:4]2[cH:5][cH:6][cH:7][n:8][c:9]2[cH:10][cH:11]1>>[O:1]([c:2]1[cH:3][c:4]2[cH:5][cH:6][cH:7][n:8][c:9]2[cH:10][cH:11]1)[CH:13]([C:14](=[O:15])[O:16][CH3:17])[CH2:18][CH3:19].